Dataset: the Open Reaction Database (ORD), a public repository of structured organic reaction records. Task: describe an organic reaction: reactants, conditions, products, and yield Reactants: CCO, Cl, CN1CCN(c2ccc([N+](=O)[O-])c(N)c2F)CC1, CON, c1ccncc1. The product is CN1CCN(c2ccc(N)c(N)c2F)CC1. RXN SMILES: [CH3:29][CH2:30][OH:31].[ClH:22].[F:1][c:2]1[c:3]([NH2:18])[c:4]([N+:15]([O-:16])=[O:17])[cH:5][cH:6][c:7]1[N:8]1[CH2:9][CH2:10][N:11]([CH3:14])[CH2:12][CH2:13]1.[O:19]([NH2:20])[CH3:21].[cH:23]1[cH:24][cH:25][n:26][cH:27][cH:28]1>>[F:1][c:2]1[c:3]([NH2:18])[c:4]([NH2:15])[cH:5][cH:6][c:7]1[N:8]1[CH2:9][CH2:10][N:11]([CH3:14])[CH2:12][CH2:13]1. Starting materials: CC(C)(C)C=1C=C(C=C(C1OCOCCOC)C(C)(C)C)C(NOC(=O)OCC)=N (3,5-bis(1,1-dimethylethyl)-N-[(ethoxycarbonyl)oxy]-4-[(2-methoxyethoxy)methoxy]benzenecarboximidamide). Solvent: C1(=CC=CC=C1)C (toluene). Product: CC(C)(C)C=1C=C(C=C(C1OCOCCOC)C(C)(C)C)C1=NOC(N1)=O (3-[3,5-Bis(1,1-dimethylethyl)-4-[(2-methoxyethoxy)methoxy]phenyl]-1,2,4-oxadiazol-5(4H)-one). As a reaction SMILES: [CH3:1][C:2]([C:5]1[CH:6]=[C:7]([C:22](=[NH:30])[NH:23][O:24][C:25](OCC)=[O:26])[CH:8]=[C:9]([C:18]([CH3:21])([CH3:20])[CH3:19])[C:10]=1[O:11][CH2:12][O:13][CH2:14][CH2:15][O:16][CH3:17])([CH3:4])[CH3:3]>C1(C)C=CC=CC=1>[CH3:4][C:2]([C:5]1[CH:6]=[C:7]([C:22]2[NH:30][C:25](=[O:26])[O:24][N:23]=2)[CH:8]=[C:9]([C:18]([CH3:19])([CH3:20])[CH3:21])[C:10]=1[O:11][CH2:12][O:13][CH2:14][CH2:15][O:16][CH3:17])([CH3:1])[CH3:3]. Procedure details: A solution of 5.0 g (0.012 mole) of 3,5-bis(1,1-dimethylethyl)-N-[(ethoxycarbonyl)oxy]-4-[(2-methoxyethoxy)methoxy]benzenecarboximidamide in toluene (150 ml) is stirred at 120°-130° C. for 18 hours. The toluene is evaporated (vacuum) and the residual oil solidifies upon standing. The solid is recrystallized from ethyl acetate and hexane giving 3.1 g (70%) of analytically pure 3-[3,5-bis(1,1-dimethylethyl)-4-[(2-methoxyethoxy)methoxy]phenyl]-1,2,4-oxadiazol-5(4H)-one, mp 112°-114° C.